This data is from the Open Reaction Database (ORD), a public repository of structured organic reaction records. The task is: describe an organic reaction: reactants, conditions, products, and yield Starting materials: FC(CC/C(/C(=O)OCCCCCCCCCC)=C/C(=O)[O-])(C(C(C(F)(F)F)(F)F)(F)F)F (Monodecyl mono(3,3,4,4,5,5,6,6,6-nonafluorohexyl)maleate), S(=O)(O)[O-].[Na+] (sodium hydrogensulfite), O.C(C)O (water ethanol). Solvent: C(C)(=O)OCC (ethyl acetate). The product is FC(CCC(C(=O)OCCCCCCCCCC)(CC(=O)[O-])S(=O)(=O)O)(C(C(C(F)(F)F)(F)F)(F)F)F.[Na+] (Sodium Monodecyl Mono(3,3,4,4,5,5,6,6,6-nonafluorohexyl)sulfosuccinate). Yield: 22.9%. As a reaction SMILES: [F:1][C:2]([F:33])([C:23]([F:32])([F:31])[C:24]([F:30])([F:29])[C:25]([F:28])([F:27])[F:26])[CH2:3][CH2:4]/[C:5](=[CH:19]/[C:20]([O-:22])=[O:21])/[C:6]([O:8][CH2:9][CH2:10][CH2:11][CH2:12][CH2:13][CH2:14][CH2:15][CH2:16][CH2:17][CH3:18])=[O:7].[S:34]([O-:37])([OH:36])=[O:35].[Na+:38].O.C(O)C>C(OCC)(=O)C>[F:1][C:2]([F:33])([C:23]([F:31])([F:32])[C:24]([F:29])([F:30])[C:25]([F:28])([F:27])[F:26])[CH2:3][CH2:4][C:5]([S:34]([OH:37])(=[O:36])=[O:35])([CH2:19][C:20]([O-:22])=[O:21])[C:6]([O:8][CH2:9][CH2:10][CH2:11][CH2:12][CH2:13][CH2:14][CH2:15][CH2:16][CH2:17][CH3:18])=[O:7].[Na+:38] |f:1.2,3.4,6.7|. Procedure: Monodecyl mono(3,3,4,4,5,5,6,6,6-nonafluorohexyl)maleate (48.0 g, 90 mmol), sodium hydrogensulfite (10.4 g, 99 mmol) and water/ethanol (50 mL, 1/1 (v/v)) were mixed and refluxed for 5 hours with heating. Then, the reaction mixture was added with ethyl acetate, and the organic phase was washed with a saturated sodium chloride aqueous solution. The organic layer was collected, and the organic solvent was evaporated under reduced pressure. The residue was recrystallized from acetonitrile to obtain ... Starting materials: C[Si](C)(C)CCN1C(=O)CN(c2ccc(C(O)c3ccccn3)cc2OCc2ccccc2)S1(=O)=O, CC(=O)O, CCOC(C)=O, [Fe]. The product is C[Si](C)(C)CCN1C(=O)CN(c2ccc(C(=O)c3ccccn3)cc2OCc2ccccc2)S1(=O)=O. Reaction SMILES: [CH2:1]([c:2]1[cH:3][cH:4][cH:5][cH:6][cH:7]1)[O:8][c:9]1[c:10]([N:23]2[CH2:24][C:25](=[O:36])[N:26]([CH2:30][CH2:31][Si:32]([CH3:33])([CH3:34])[CH3:35])[S:27]2(=[O:28])=[O:29])[cH:11][cH:12][c:13]([CH:15]([c:16]2[n:17][cH:18][cH:19][cH:20][cH:21]2)[OH:22])[cH:14]1.[CH3:37][C:38](=[O:39])[OH:40].[CH3:41][CH2:42][O:43][C:44]([CH3:45])=[O:46].[Fe:47]>>[CH2:1]([c:2]1[cH:3][cH:4][cH:5][cH:6][cH:7]1)[O:8][c:9]1[c:10]([N:23]2[CH2:24][C:25](=[O:36])[N:26]([CH2:30][CH2:31][Si:32]([CH3:33])([CH3:34])[CH3:35])[S:27]2(=[O:28])=[O:29])[cH:11][cH:12][c:13]([C:15]([c:16]2[n:17][cH:18][cH:19][cH:20][cH:21]2)=[O:22])[cH:14]1. The reactants are ON=C(CC)C1=CC=C(C=C1)NC(C)=O (N-(4-(1-(hydroxyimino)propyl)phenyl)acetamide), C([O-])([O-])=O.[Cs+].[Cs+] (cesium carbonate), FC(C1=CC=C(CBr)C=C1)(F)F (4-(trifluoromethyl)benzyl bromide). Run in CN(C)C=O (DMF). Reaction conditions: time 3 hour. Yields the product FC(C1=CC=C(CON=C(CC)C2=CC=C(C=C2)NC(C)=O)C=C1)(F)F (N-(4-(1-(((4-(Trifluoromethyl)benzyl)oxy)imino)propyl)phenyl)acetamide). The yield is 94.3%. RXN SMILES: [OH:1][N:2]=[C:3]([C:6]1[CH:11]=[CH:10][C:9]([NH:12][C:13](=[O:15])[CH3:14])=[CH:8][CH:7]=1)[CH2:4][CH3:5].C(=O)([O-])[O-].[Cs+].[Cs+].[F:22][C:23]([F:33])([F:32])[C:24]1[CH:31]=[CH:30][C:27]([CH2:28]Br)=[CH:26][CH:25]=1>CN(C=O)C>[F:22][C:23]([F:32])([F:33])[C:24]1[CH:31]=[CH:30][C:27]([CH2:28][O:1][N:2]=[C:3]([C:6]2[CH:11]=[CH:10][C:9]([NH:12][C:13](=[O:15])[CH3:14])=[CH:8][CH:7]=2)[CH2:4][CH3:5])=[CH:26][CH:25]=1 |f:1.2.3|. Procedure details: To a solution of N-(4-(1-(hydroxyimino)propyl)phenyl)acetamide (6 gm, 0.0291 moles) in DMF (60 mL), cesium carbonate (18.9 gm, 0.0582 moles) and 4-(trifluoromethyl)benzyl bromide (6.96 gm, 0.0291 moles) were added and the reaction mixture was srirred at 25° C. for 3 hours. The reaction mixture was poured into ice cold water and extracted with ethyl acetate. The combined ethyl acetate extract was washed with water & brine, dried over sodium sulphate and evaporated under reduced pressure to yield ...